Task: describe an organic reaction: reactants, conditions, products, and yield. Dataset: the Open Reaction Database (ORD), a public repository of structured organic reaction records The reactants are C(#N)C1(CC1)NC(=O)[C@H]1[C@@H](CCCC1)C(=O)N1CC2=C(NC=3C(=CC=CC23)OCC2=CC=CC=C2)CC1 ((1R,2R)-2-(6-Benzyloxy-1,3,4,5-tetrahydro-pyrido[4,3-b]indole-2-carbonyl)-cyclohexanecarboxylic acid (1-cyano-cyclopropyl)-amide). Reagents/catalysts: [Pd] (palladium on carbon). The solvent is C(C)(=O)OCC (ethyl acetate). Yields the product C(#N)C1(CC1)NC(=O)[C@H]1[C@@H](CCCC1)C(=O)N1CC2=C(NC=3C(=CC=CC23)O)CC1 ((1R,2R)-N-(1-cyanocyclopropyl)-2-[(6-hydroxy-1,3,4,5-tetrahydro-2H-pyrido[4,3-b]indol-2-yl)carbonyl]cyclohexanecarboxamide). Isolated yield 43.0%. RXN SMILES: [C:1]([C:3]1([NH:6][C:7]([C@@H:9]2[CH2:14][CH2:13][CH2:12][CH2:11][C@H:10]2[C:15]([N:17]2[CH2:37][CH2:36][C:20]3[NH:21][C:22]4[C:23]([O:28]CC5C=CC=CC=5)=[CH:24][CH:25]=[CH:26][C:27]=4[C:19]=3[CH2:18]2)=[O:16])=[O:8])[CH2:5][CH2:4]1)#[N:2]>C(OCC)(=O)C.[Pd]>[C:1]([C:3]1([NH:6][C:7]([C@@H:9]2[CH2:14][CH2:13][CH2:12][CH2:11][C@H:10]2[C:15]([N:17]2[CH2:37][CH2:36][C:20]3[NH:21][C:22]4[C:23]([OH:28])=[CH:24][CH:25]=[CH:26][C:27]=4[C:19]=3[CH2:18]2)=[O:16])=[O:8])[CH2:5][CH2:4]1)#[N:2]. Procedure details: The (1R,2R)-2-(6-Benzyloxy-1,3,4,5-tetrahydro-pyrido[4,3-b]indole-2-carbonyl)-cyclohexanecarboxylic acid (1-cyano-cyclopropyl)-amide in ethyl acetate (15 mL) was hydrogenated over 5% palladium on carbon (10 mg). After an apparent uptake of 5 mL (30 min) the reaction was stopped and a sample taken for LCMS. The catalyst was filtered off and a different batch of catalyst and ethanol (5 mL) were added and the hydrogenation continued. Although there was no further uptake apparent after 3 h the react... Starting materials: CCOC(=O)c1cc(Br)cn1Cc1cc(Cl)ccc1[N+](=O)[O-], CC(=O)O, [Fe]. The product is CCOC(=O)c1cc(Br)cn1Cc1cc(Cl)ccc1N. RXN SMILES: [Br:1][c:2]1[cH:3][c:4]([C:18](=[O:19])[O:20][CH2:21][CH3:22])[n:5]([CH2:7][c:8]2[c:9]([N+:15]([O-:16])=[O:17])[cH:10][cH:11][c:12]([Cl:14])[cH:13]2)[cH:6]1.[CH3:23][C:24](=[O:25])[OH:26].[Fe:27]>>[Br:1][c:2]1[cH:3][c:4]([C:18](=[O:19])[O:20][CH2:21][CH3:22])[n:5]([CH2:7][c:8]2[c:9]([NH2:15])[cH:10][cH:11][c:12]([Cl:14])[cH:13]2)[cH:6]1.